From a dataset of the Open Reaction Database (ORD), a public repository of structured organic reaction records. describe an organic reaction: reactants, conditions, products, and yield Starting materials: CN(CC(CNC(CCOC)=O)(C)C)C (N-(N',N',2,2-tetramethyl-3-aminopropyl)-3-methoxypropionamide), [OH-].[Na+] (sodium hydroxide). Conditions: temperature 300 celsius. The product is CN(CC(CNC(C=C)=O)(C)C)C (N-(N',N',2,2-tetramethyl-3-aminopropyl)acrylamide). Reaction SMILES: [CH3:1][N:2]([CH3:15])[CH2:3][C:4]([CH3:14])([CH3:13])[CH2:5][NH:6][C:7](=[O:12])[CH2:8][CH2:9]OC.[OH-].[Na+]>>[CH3:15][N:2]([CH3:1])[CH2:3][C:4]([CH3:14])([CH3:13])[CH2:5][NH:6][C:7](=[O:12])[CH:8]=[CH2:9] |f:1.2|. Procedure: A total of 820 g (3.8 moles) N-(N',N',2,2-tetramethyl-3-aminopropyl)-3-methoxypropionamide was fed continuously to an evaporator flask heated to 170° to 180° C., and the vapors were conducted under a vacuum of 14 millibars to a reaction tube 1 meter long and 3 cm in diameter which was heated externally, by means of a strip heater, to 300° C. and was filled with alumina beads impregnated with 10% sodium hydroxide. With a head temperature ranging from 150° to 220° C., about 475 g of a yellow oil w... The yield is 79.1%. Reported procedure: To a solution of 0.81 g of the crude N-t-butoxycarbonyl-(2-cyanophenyl)alanine and 0.67 g of dihexylamine in 8 ml of N,N-dimethylformamide were added 0.55 g of 1-hydroxybenzotriazole monohydrate and 0.69 g of N-ethyl-N′-dimethylaminopropylcarbodiimide hydrochloride, followed by stirring at room temperature overnight. The reaction mixture was poured into water and extracted with ethyl acetate. The extract was washed with 5% aqueous potassium bisulfate solution, a saturated aqueous sodium bicarbon... Solvent: CN(C=O)C (N,N-dimethylformamide), O (water). Reaction conditions: time 8 hour. RXN SMILES: [C:1]([O:5][C:6]([N:8]([C:14]1[CH:19]=[CH:18][CH:17]=[CH:16][C:15]=1[C:20]#[N:21])[C@H:9]([C:11]([OH:13])=O)[CH3:10])=[O:7])([CH3:4])([CH3:3])[CH3:2].[CH2:22]([NH:28][CH2:29][CH2:30][CH2:31][CH2:32][CH2:33][CH3:34])[CH2:23][CH2:24][CH2:25][CH2:26][CH3:27].O.ON1C2C=CC=CC=2N=N1.Cl.C(N=C=NCCCN(C)C)C>CN(C)C=O.O>[CH2:29]([N:28]([CH2:22][CH2:23][CH2:24][CH2:25][CH2:26][CH3:27])[C:11](=[O:13])[C@H:9]([CH3:10])[N:8]([C:14]1[CH:19]=[CH:18][CH:17]=[CH:16][C:15]=1[C:20]#[N:21])[C:6]([O:5][C:1]([CH3:2])([CH3:3])[CH3:4])=[O:7])[CH2:30][CH2:31][CH2:32][CH2:33][CH3:34] |f:2.3,4.5|. Starting materials: C(C)(C)(C)OC(=O)N([C@@H](C)C(=O)O)C1=C(C=CC=C1)C#N (N-t-butoxycarbonyl-(2-cyanophenyl)alanine), C(CCCCC)NCCCCCC (dihexylamine), O.ON1N=NC2=C1C=CC=C2 (1-hydroxybenzotriazole monohydrate), Cl.C(C)N=C=NCCCN(C)C (N-ethyl-N′-dimethylaminopropylcarbodiimide hydrochloride). The product is C(CCCCC)N(C([C@@H](N(C(=O)OC(C)(C)C)C1=C(C=CC=C1)C#N)C)=O)CCCCCC (N-t-butoxycarbonyl-(2-cyanophenyl)alanine dihexylamide).